This data is from the Open Reaction Database (ORD), a public repository of structured organic reaction records. The task is: describe an organic reaction: reactants, conditions, products, and yield The reactants are O=C([O-])[O-], CC1(C)c2cccc(P(c3ccccc3)c3ccccc3)c2Oc2c(P(c3ccccc3)c3ccccc3)cccc21, Cc1ccccc1, Clc1cc2cccc(Cl)c2cn1, [Cs+], [Cs+], N#Cc1ncc(N)nc1OC1CCNC1, O=C(C=Cc1ccccc1)C=Cc1ccccc1, O=C(C=Cc1ccccc1)C=Cc1ccccc1, CN(C)C=O, O=C(C=Cc1ccccc1)C=Cc1ccccc1, [Pd], [Pd]. Yields the product N#Cc1ncc(Nc2cc3cccc(Cl)c3cn2)nc1OC1CCNC1. RXN SMILES: [C:70](=[O:71])([O-:72])[O-:73].[CH3:1][C:2]1([CH3:3])[c:4]2[cH:5][cH:6][cH:7][c:8]([P:9]([c:10]3[cH:11][cH:12][cH:13][cH:14][cH:15]3)[c:16]3[cH:17][cH:18][cH:19][cH:20][cH:21]3)[c:22]2[O:23][c:24]2[c:25]1[cH:26][cH:27][cH:28][c:29]2[P:30]([c:31]1[cH:32][cH:33][cH:34][cH:35][cH:36]1)[c:37]1[cH:38][cH:39][cH:40][cH:41][cH:42]1.[CH3:76][c:77]1[cH:78][cH:79][cH:80][cH:81][cH:82]1.[Cl:43][c:44]1[n:45][cH:46][c:47]2[c:48]([Cl:54])[cH:49][cH:50][cH:51][c:52]2[cH:53]1.[Cs+:74].[Cs+:75].[NH2:55][c:56]1[n:57][c:58]([O:64][CH:65]2[CH2:66][NH:67][CH2:68][CH2:69]2)[c:59]([C:62]#[N:63])[n:60][cH:61]1.[O:108]=[C:109]([CH:110]=[CH:111][c:112]1[cH:113][cH:114][cH:115][cH:116][cH:117]1)[CH:118]=[CH:119][c:120]1[cH:121][cH:122][cH:123][cH:124][cH:125]1.[O:126]=[C:127]([CH:128]=[CH:129][c:130]1[cH:131][cH:132][cH:133][cH:134][cH:135]1)[CH:136]=[CH:137][c:138]1[cH:139][cH:140][cH:141][cH:142][cH:143]1.[O:83]=[CH:84][N:85]([CH3:86])[CH3:87].[O:90]=[C:91]([CH:92]=[CH:93][c:94]1[cH:95][cH:96][cH:97][cH:98][cH:99]1)[CH:100]=[CH:101][c:102]1[cH:103][cH:104][cH:105][cH:106][cH:107]1.[Pd:88].[Pd:89]>>[c:44]1([NH:55][c:56]2[n:57][c:58]([O:64][CH:65]3[CH2:66][NH:67][CH2:68][CH2:69]3)[c:59]([C:62]#[N:63])[n:60][cH:61]2)[n:45][cH:46][c:47]2[c:48]([Cl:54])[cH:49][cH:50][cH:51][c:52]2[cH:53]1. The solvent is CO (MeOH), CO (MeOH). The reactants are N[C@@H](CC1=CC=CC=C1)C(=O)O (L-phenylalanine), C[O-].[Na+] (NaOMe), O.O.C(C)(=O)[O-].[Zn+2].C(C)(=O)[O-] (zinc acetate dihydrate). Reported procedure: L-phenylalanine (2.00 g, 12.1 mmol) was added to an MeOH solution of NaOMe (prepared with Na: 0.30 g, MeOH: 50 ml) at 0° C. and stirred. An MeOH solution (30 ml) of zinc acetate dihydrate (1.30 g) was then slowly dropwise added thereto at room temperature. After stirring for 3 hours, the precipitated crystal (in suspension) was recovered by filtration, washed with water, air dried, and then dried under a reduced pressure (5 mmHg, 80° C.). RXN SMILES: [NH2:1][C@H:2]([C:10]([OH:12])=[O:11])[CH2:3][C:4]1[CH:9]=[CH:8][CH:7]=[CH:6][CH:5]=1.C[O-].[Na+].O.O.C([O-])(=O)C.[Zn+2:22].C([O-])(=O)C>CO>[Zn:22].[NH2:1][C@H:2]([C:10]([OH:12])=[O:11])[CH2:3][C:4]1[CH:9]=[CH:8][CH:7]=[CH:6][CH:5]=1 |f:1.2,3.4.5.6.7,9.10|. Product: [Zn].N[C@@H](CC1=CC=CC=C1)C(=O)O (Zinc Phenylalanine).